Dataset: the Open Reaction Database (ORD), a public repository of structured organic reaction records. Task: describe an organic reaction: reactants, conditions, products, and yield Reactants: C(C)[Mg]Br (Ethylmagnesium bromide), BrC1=CC(=C(C(=O)N(C)OC)C=C1)C (4-bromo-N-methoxy-N,2-dimethylbenzamide), [Cl-].[NH4+] (ammonium chloride). The solvent is C1CCOC1 (THF). Run at temperature 0 celsius, time 1 hour. Yields the product BrC1=CC(=C(C=C1)C(CC)=O)C (1-(4-Bromo-2-methyl-phenyl)-propan-1-one). As a reaction SMILES: [CH2:1]([Mg]Br)[CH3:2].[Br:5][C:6]1[CH:17]=[CH:16][C:9]([C:10](N(OC)C)=[O:11])=[C:8]([CH3:18])[CH:7]=1.[Cl-].[NH4+]>C1COCC1>[Br:5][C:6]1[CH:17]=[CH:16][C:9]([C:10](=[O:11])[CH2:1][CH3:2])=[C:8]([CH3:18])[CH:7]=1 |f:2.3|. Reported procedure: Ethylmagnesium bromide (2.35 ml of 3M in diethyl ether, 7.05 mmol) is added slowly to a stirred solution of 4-bromo-N-methoxy-N,2-dimethylbenzamide (0.91 g, 3.53 mmol) in dry THF (40 ml) at 0° C. The reaction is stirred at 0° C. for 1 h followed by RT for 18 h. The reaction mixture is poured into saturated ammonium chloride solution to quench the reaction and concentrated in vacuo to remove most of the THF. The product is extracted with diethyl ether and the combined organic extracts are dried (... The reactants are COC(=O)C1CCN(C(=O)OCc2ccccc2)CC1, CC(C)C[AlH]CC(C)C, Cc1ccccc1, CCCCCC. As a reaction SMILES: [CH3:1][O:2][C:3](=[O:4])[CH:5]1[CH2:6][CH2:7][N:8]([C:11](=[O:12])[O:13][CH2:14][c:15]2[cH:16][cH:17][cH:18][cH:19][cH:20]2)[CH2:9][CH2:10]1.[CH3:21][CH:22]([CH2:23][AlH:24][CH2:25][CH:26]([CH3:27])[CH3:28])[CH3:29].[CH3:30][c:31]1[cH:32][cH:33][cH:34][cH:35][cH:36]1.[CH3:37][CH2:38][CH2:39][CH2:40][CH2:41][CH3:42]>>[O:2]=[CH:3][CH:5]1[CH2:6][CH2:7][N:8]([C:11](=[O:12])[O:13][CH2:14][c:15]2[cH:16][cH:17][cH:18][cH:19][cH:20]2)[CH2:9][CH2:10]1. The product is O=CC1CCN(C(=O)OCc2ccccc2)CC1.